Dataset: the Open Reaction Database (ORD), a public repository of structured organic reaction records. Task: describe an organic reaction: reactants, conditions, products, and yield Starting materials: C(C)(=O)C1(CCC=2C(=C3C(C=4C=CC=CC4C(C3=C(C2C1)O)=O)=O)O)NC(=O)C (9-acetyl-9-acetamino-6,11-dihydroxy-7,8,9,10-tetrahydro-5,12-naphthacenedione), Cl (hydrochloric acid). Run in C(C)(=O)O (acetic acid). Run at time 1 hour. Product: C(C)(=O)C1(CCC=2C(=C3C(C=4C=CC=CC4C(C3=C(C2C1)O)=O)=O)O)N (9-acetyl-9-amino-6,11-dihydroxy-7,8,9,10-tetrahydro-5,12-naphthacenedione). Isolated yield 97.0%. Reaction SMILES: [C:1]([C:4]1([NH:26]C(C)=O)[CH2:21][C:20]2[C:19]([OH:22])=[C:18]3[C:9]([C:10](=[O:24])[C:11]4[CH:12]=[CH:13][CH:14]=[CH:15][C:16]=4[C:17]3=[O:23])=[C:8]([OH:25])[C:7]=2[CH2:6][CH2:5]1)(=[O:3])[CH3:2].Cl>C(O)(=O)C>[C:1]([C:4]1([NH2:26])[CH2:21][C:20]2[C:19]([OH:22])=[C:18]3[C:9]([C:10](=[O:24])[C:11]4[CH:12]=[CH:13][CH:14]=[CH:15][C:16]=4[C:17]3=[O:23])=[C:8]([OH:25])[C:7]=2[CH2:6][CH2:5]1)(=[O:3])[CH3:2]. Procedure details: A mixture of 9-acetyl-9-acetamino-6,11-dihydroxy-7,8,9,10-tetrahydro-5,12-naphthacenedione (3.0 g), acetic acid (90 ml) and conc. hydrochloric acid (60 ml) was heated under reflux for 9 hours. The reaction mixture was concentrated under reduced pressure. The residue was admixed with a saturated sodium bicarbonate solution (1000 ml), followed by stirring for 1 hour. The precipitated crystals were collected by filtration to give 9-acetyl-9-amino-6,11-dihydroxy-7,8,9,10-tetrahydro-5,12-naphthacened... Starting materials: CCCN(Cc1cccc(-c2c(C)cccc2C)c1)c1ccc(CCC(=O)OC)cc1, CO, [Na+], C1CCOC1, [OH-], O, O=C(O)CC(O)(CC(=O)O)C(=O)O. The product is CCCN(Cc1cccc(-c2c(C)cccc2C)c1)c1ccc(CCC(=O)O)cc1. As a reaction SMILES: [CH3:1][c:2]1[c:3](-[c:9]2[cH:10][c:11]([CH2:15][N:16]([c:17]3[cH:18][cH:19][c:20]([CH2:23][CH2:24][C:25](=[O:26])[O:27][CH3:28])[cH:21][cH:22]3)[CH2:29][CH2:30][CH3:31])[cH:12][cH:13][cH:14]2)[c:4]([CH3:8])[cH:5][cH:6][cH:7]1.[CH3:48][OH:49].[Na+:33].[O:50]1[CH2:51][CH2:52][CH2:53][CH2:54]1.[OH-:32].[OH2:34].[OH:35][C:36]([CH2:37][C:38]([C:39](=[O:40])[OH:41])([CH2:42][C:43](=[O:44])[OH:45])[OH:46])=[O:47]>>[CH3:1][c:2]1[c:3](-[c:9]2[cH:10][c:11]([CH2:15][N:16]([c:17]3[cH:18][cH:19][c:20]([CH2:23][CH2:24][C:25](=[O:26])[OH:27])[cH:21][cH:22]3)[CH2:29][CH2:30][CH3:31])[cH:12][cH:13][cH:14]2)[c:4]([CH3:8])[cH:5][cH:6][cH:7]1. Procedure: The title compound was prepared from 4-methoxy-butyric acid methyl ester and ethyl formate employing the procedure set forth in Step 1 of Example 87. The reactants are COC(CCCOC)=O (4-methoxy-butyric acid methyl ester), C(=O)OCC (ethyl formate). Product: COC(C(CCOC)C=O)=O (2-Formyl-4-methoxy-butyric acid methyl ester). RXN SMILES: [CH3:1][O:2][C:3](=[O:9])[CH2:4][CH2:5][CH2:6][O:7][CH3:8].[CH:10](OCC)=[O:11]>>[CH3:1][O:2][C:3](=[O:9])[CH:4]([CH:10]=[O:11])[CH2:5][CH2:6][O:7][CH3:8]. Starting materials: ClC1=C(COC2=C(C=C(C=C2)[N+](=O)[O-])N2C=NC=C2)C=CC(=C1)Cl ((2,4-Dichlorobenzyl)-[2-(1-imidazolyl)-4-nitrophenyl]-ether), N1(C=NC=C1)C=1C=C(N)C=CC1OC (3-(1-imidazolyl)-4-methoxyaniline), ClC=1C=CC(=C(C1)N1C=NC=C1)OC (1-(5-chloro-2-methoxyphenyl)-imidazole), [Sn](Cl)Cl (tin(II) chloride), Cl (hydrochloric acid). The solvent is CCOCC (ether). Yields the product ClC1=CC(=C(C=C1)O)N1C=NC=C1 (4-chloro-2-(1-imidazolyl)-phenol). Reaction SMILES: ClC1C=C(Cl)C=CC=1COC1C=CC([N+]([O-])=O)=CC=1N1C=CN=C1.[Sn](Cl)Cl.Cl.N1(C2C=C(C=CC=2OC)N)C=CN=C1.[Cl:43][C:44]1[CH:45]=[CH:46][C:47]([O:55]C)=[C:48]([N:50]2[CH:54]=[CH:53][N:52]=[CH:51]2)[CH:49]=1>CCOCC>[Cl:43][C:44]1[CH:45]=[CH:46][C:47]([OH:55])=[C:48]([N:50]2[CH:54]=[CH:53][N:52]=[CH:51]2)[CH:49]=1. Reported procedure: 1.1 g. of the 1-(2-methoxy-5-nitrophenyl)-imidazole obtained in Example 65 is reduced by heating for 5 minutes with 3.75 g. of tin(II) chloride in 20 ml. of concentrated hydrochloric acid. The thus-formed 3-(1-imidazolyl)-4-methoxyaniline (830 mg.) is converted according to Sandmeyer in the usual way into the 1-(5-chloro-2-methoxyphenyl)-imidazole (610 mg.; m.p. 52°-57°). After ether cleavage according to the literature citation in Example 56, 4-chloro-2-(1-imidazolyl)-phenol is obtained (425 mg...